Dataset: the Open Reaction Database (ORD), a public repository of structured organic reaction records. Task: describe an organic reaction: reactants, conditions, products, and yield Reactants: P(=O)([O-])([O-])[O-].[K+].[K+].[K+] (tripotassium phosphate), N[C@H]1[C@@H](CCCC1)N (trans-1,2-diaminocyclohexane), C1(=CC=CC=C1)N1N=NC(=C1)I (1-phenyl-4-iodo-1H-[1,2,3]triazole), C(C)(C)(C)OC(=O)N1CC(NCC1)=O (4-(tert-butyloxycarbonyl)piperazin-2-one). Reagents/catalysts: [Cu]I (copper(I) iodide). Run in O (water), O1CCOCC1 (dioxane). Conditions: temperature 90 celsius. The product is C1(=CC=CC=C1)N1N=NC(=C1)N1CCN(CC1)C(=O)OC(C)(C)C (tert-Butyl 4-(1-phenyl-1H-[1,2,3]triazol-4-yl)-piperazine-1-carboxylate). The yield is 16.5%. RXN SMILES: P([O-])([O-])([O-])=O.[K+].[K+].[K+].N[C@@H]1CCCC[C@H]1N.[C:17]1([N:23]2[CH:27]=[C:26](I)[N:25]=[N:24]2)[CH:22]=[CH:21][CH:20]=[CH:19][CH:18]=1.[C:29]([O:33][C:34]([N:36]1[CH2:41][CH2:40][NH:39][C:38](=O)[CH2:37]1)=[O:35])([CH3:32])([CH3:31])[CH3:30]>O1CCOCC1.[Cu]I.O>[C:17]1([N:23]2[CH:27]=[C:26]([N:39]3[CH2:38][CH2:37][N:36]([C:34]([O:33][C:29]([CH3:32])([CH3:31])[CH3:30])=[O:35])[CH2:41][CH2:40]3)[N:25]=[N:24]2)[CH:22]=[CH:21][CH:20]=[CH:19][CH:18]=1 |f:0.1.2.3|. Procedure details: In a nitrogen atmosphere, 200 mg of tripotassium phosphate, 5 mg of copper(I) iodide and 0.1 ml of trans-1,2-diaminocyclohexane were successively added to a solution of 50 mg of 1-phenyl-4-iodo-1H-[1,2,3]triazole and 80 mg of 4-(tert-butyloxycarbonyl)piperazin-2-one in 2 ml of dioxane and the mixture was stirred for one night at 90° C. After addition of water, the product was extracted with ethyl acetate and the organic layer washed with water and dried over sodium sulfate. A borane methyl sulfi...